From a dataset of the Open Reaction Database (ORD), a public repository of structured organic reaction records. describe an organic reaction: reactants, conditions, products, and yield The reactants are C1(=CC=C(C=C1)C=CCCC=1C=C2C(C(=O)NC2=O)=CC1)C1=CC=CC=C1 (4[(1,1'-Biphenyl-4-yl]-3-butenyl]-phthalimide), O.NN (hydrazine hydrate). Solvent: C(C)O (ethanol). The product is C1(=CC=C(C=C1)C=CCCN)C1=CC=CC=C1 (4-[(1,1'-Biphenyl)-4-yl]-3-butenylamine). Reaction SMILES: [C:1]1([C:22]2[CH:27]=[CH:26][CH:25]=[CH:24][CH:23]=2)[CH:6]=[CH:5][C:4]([CH:7]=[CH:8][CH2:9][CH2:10]C2C=C3C(=O)NC(=O)C3=CC=2)=[CH:3][CH:2]=1.O.[NH2:29]N>C(O)C>[C:1]1([C:22]2[CH:27]=[CH:26][CH:25]=[CH:24][CH:23]=2)[CH:6]=[CH:5][C:4]([CH:7]=[CH:8][CH2:9][CH2:10][NH2:29])=[CH:3][CH:2]=1 |f:1.2|. Procedure: A mixture of 280 ml of ethanol, 7.9 g of the product of Stage A and 1.3 ml of hydrazine hydrate was refluxed and then allowed to return to ambient temperature. The precipitate was filtered off and washed with ethanol. After concentration, the product was poured into a 2N hydrochloric acid solution and extraction was carried out with ethyl acetate. The organic phase was washed with water, dried, filtered and concentrated under reduced pressure to obtain 2.89 g of the desired product melting at ap... The reactants are CN(C)CCOC1=CC=C(C=C1)/C(=C(/CCCl)\C2=CC=CC=C2)/C3=CC=CC=C3 (toremifene base), CS(=O)(=O)O (methanesulfonic acid). The solvent is C(C)OCC (diethyl ether). Yields the product CN(C)CCOC=1C=CC(=CC1)/C(=C(/CCCl)\C=2C=CC=CC2)/C=3C=CC=CC3.S(C)(=O)(=O)[O-] (Toremifene Mesylate). Yield: 95.0%. As a reaction SMILES: [CH3:1][N:2]([CH2:4][CH2:5][O:6][C:7]1[CH:12]=[CH:11][C:10](/[C:13](/[C:24]2[CH:29]=[CH:28][CH:27]=[CH:26][CH:25]=2)=[C:14](\[C:18]2[CH:23]=[CH:22][CH:21]=[CH:20][CH:19]=2)/[CH2:15][CH2:16][Cl:17])=[CH:9][CH:8]=1)[CH3:3].[CH3:30][S:31]([OH:34])(=[O:33])=[O:32]>C(OCC)C>[CH3:1][N:2]([CH2:4][CH2:5][O:6][C:7]1[CH:8]=[CH:9][C:10](/[C:13](/[C:24]2[CH:29]=[CH:28][CH:27]=[CH:26][CH:25]=2)=[C:14](\[C:18]2[CH:19]=[CH:20][CH:21]=[CH:22][CH:23]=2)/[CH2:15][CH2:16][Cl:17])=[CH:11][CH:12]=1)[CH3:3].[S:31]([O-:34])(=[O:33])(=[O:32])[CH3:30] |f:3.4|. Procedure: To a solution of toremifene base (1.094 g, 0.0027 moles) and refluxing diethyl ether (15 ml) was slowly added methanesulfonic acid (190 μl, 0.0029 moles). The refluxing mixture was stirred for a while and cooled to room temperature. The mixture was stirred additional 30 min. After filtration the mesylate of toremifene was obtained (yield 95%) having melting point of 185° C. 1H-NMR (d6-DMSO) d 7.41 (t, 2H), 7.35-7.27 (m, 3H), 7.27-7.12 (m, 5H), 6.81 (d, 2H), 6.69 (d, 2H), 4.18 (t, 2H), 3.43 (t, 4... Reactants: COC(C=1C(C(=O)OC)=CC(=C(C1)NC1=C(C=CC=C1)I)NC1=C(C=CC=C1)I)=O (4,5bis(2-iodoanilino)phthalic acid dimethyl ester), N (ammonia). The solvent is C(CO)O (ethylene glycol), [Cl-].[Na+].O (brine). Yields the product IC1=C(NC=2C=C3C(C(=O)NC3=O)=CC2NC2=C(C=CC=C2)I)C=CC=C1 (4,5-Bis(2-iodoanilino)phthalimide). As a reaction SMILES: C[O:2][C:3](=O)[C:4]1[C:5](=[CH:10][C:11]([NH:22][C:23]2[CH:28]=[CH:27][CH:26]=[CH:25][C:24]=2[I:29])=[C:12]([NH:14][C:15]2[CH:20]=[CH:19][CH:18]=[CH:17][C:16]=2[I:21])[CH:13]=1)[C:6]([O:8]C)=O.[NH3:31]>C(O)CO.[Cl-].[Na+].O>[I:29][C:24]1[CH:25]=[CH:26][CH:27]=[CH:28][C:23]=1[NH:22][C:11]1[CH:10]=[C:5]2[C:6](=[O:8])[NH:31][C:3](=[O:2])[C:4]2=[CH:13][C:12]=1[NH:14][C:15]1[CH:20]=[CH:19][CH:18]=[CH:17][C:16]=1[I:21] |f:3.4.5|. Procedure: Analogously to Example 1, 1.48 g (2.36 mmol) of 4,5bis(2-iodoanilino)phthalic acid dimethyl ester in 25 ml of ethylene glycol are heated at 120° and, with stirring, ammonia gas is passed through the mixture for 19 hours. The reaction mixture is cooled, diluted with brine and extracted with ethyl acetate. The ethyl acetate phases are washed in succession three times with water and once with saturated sodium chloride solution, dried with sodium sulfate and concentrated by evaporation. The residue ... The reactants are C(C=C)(=O)OCCN(C)C (Dimethylaminoethyl acrylate), BrCC=1C=C(C(=O)C2=CC=CC=C2)C=CC1 (3-bromomethylbenzophenone). Run in C(C)(=O)OCC (ethyl acetate). Conditions: temperature 60 celsius, time 1 hour. The product is [Br-].C(C1=CC=CC=C1)(=O)C=1C=C(C=CC1)C[N+](CCOC(C=C)=O)(C)C (3-Benzoyl-N,N-dimethyl-N-(2-(1-oxo-2-propenyloxy)ethyl)benzenemethanaminium bromide). As a reaction SMILES: [C:1]([O:5][CH2:6][CH2:7][N:8]([CH3:10])[CH3:9])(=[O:4])[CH:2]=[CH2:3].[Br:11][CH2:12][C:13]1[CH:14]=[C:15]([CH:24]=[CH:25][CH:26]=1)[C:16]([C:18]1[CH:23]=[CH:22][CH:21]=[CH:20][CH:19]=1)=[O:17]>C(OCC)(=O)C>[Br-:11].[C:16]([C:15]1[CH:14]=[C:13]([CH2:12][N+:8]([CH3:10])([CH3:9])[CH2:7][CH2:6][O:5][C:1](=[O:4])[CH:2]=[CH2:3])[CH:26]=[CH:25][CH:24]=1)(=[O:17])[C:18]1[CH:23]=[CH:22][CH:21]=[CH:20][CH:19]=1 |f:3.4|. Procedure details: Dimethylaminoethyl acrylate (11.4 mls) was added to a stirred solution of 3-bromomethylbenzophenone (20.6g) in ethyl acetate (100 mls) at 60° C. and the mixture stirred for 1 hour at 60° C. After cooling to room temperature the mixture was stirred for 1 hour prior to filtration. After washing the residue with ethyl acetate (3x) the solid was dried under vacuo at room temperature. The crude title compound was obtained as a cream solid (27.3g, MP 165°-168° C.) which was recrystallised from propan-... Reactants: ClC1=C(C(=CC=C1)Cl)NCCNCC1=CC(=C(C=C1)OC)OC (N-(2,6-dichlorophenyl)-N'-[(3,4-dimethoxyphenyl)methyl]-1,2-ethanediamine), BrC(C(=O)NCC=C)CBr (2,3-dibromo-N-(2-propenyl)propanamide). Product: ClC1=C(C(=CC=C1)Cl)N1CC(N(CC1)CC1=CC(=C(C=C1)OC)OC)C(=O)NCC=C (4-(2,6-Dichlorophenyl)-1-[(3,4-dimethoxyphenyl)methyl]-N-(2-propenyl)-2-piperazinecarboxamide). As a reaction SMILES: [Cl:1][C:2]1[CH:7]=[CH:6][CH:5]=[C:4]([Cl:8])[C:3]=1[NH:9][CH2:10][CH2:11][NH:12][CH2:13][C:14]1[CH:19]=[CH:18][C:17]([O:20][CH3:21])=[C:16]([O:22][CH3:23])[CH:15]=1.Br[CH:25]([CH2:32]Br)[C:26]([NH:28][CH2:29][CH:30]=[CH2:31])=[O:27]>>[Cl:1][C:2]1[CH:7]=[CH:6][CH:5]=[C:4]([Cl:8])[C:3]=1[N:9]1[CH2:10][CH2:11][N:12]([CH2:13][C:14]2[CH:19]=[CH:18][C:17]([O:20][CH3:21])=[C:16]([O:22][CH3:23])[CH:15]=2)[CH:25]([C:26]([NH:28][CH2:29][CH:30]=[CH2:31])=[O:27])[CH2:32]1. Procedure details: In a manner similar to Preparation 23, react N-(2,6-dichlorophenyl)-N'-[(3,4-dimethoxyphenyl)methyl]-1,2-ethanediamine with 2,3-dibromo-N-(2-propenyl)propanamide to obtain the title compound.